This data is from the Open Reaction Database (ORD), a public repository of structured organic reaction records. The task is: describe an organic reaction: reactants, conditions, products, and yield Reactants: BrCCOC1CCCCO1, C[O-], CO, [Na+], O=C1C(=NO)Oc2ccccc21, O. Yields the product O=C1C(=NOCCOC2CCCCO2)Oc2ccccc21. Reaction SMILES: [Br:16][CH2:17][CH2:18][O:19][CH:20]1[O:21][CH2:22][CH2:23][CH2:24][CH2:25]1.[CH3:13][O-:14].[CH3:27][OH:28].[Na+:15].[O:1]1[C:2](=[N:11][OH:12])[C:3](=[O:10])[c:4]2[c:5]1[cH:6][cH:7][cH:8][cH:9]2.[OH2:26]>>[O:1]1[C:2](=[N:11][O:12][CH2:17][CH2:18][O:19][CH:20]2[O:21][CH2:22][CH2:23][CH2:24][CH2:25]2)[C:3](=[O:10])[c:4]2[c:5]1[cH:6][cH:7][cH:8][cH:9]2.